From a dataset of the Open Reaction Database (ORD), a public repository of structured organic reaction records. describe an organic reaction: reactants, conditions, products, and yield Reactants: C(C1=CC=CC=C1)OC1=CC2=C(N=CN=C2Cl)C=N1 (6-Benzyloxy-4-chloro-pyrido[3,4-d]pyrimidine), NC=1C=C2C=NN(C2=CC1)CC1=CC=CC=C1 (5-amino-1-benzyl-1H-indazole). Product: Cl.C(C1=CC=CC=C1)N1N=CC2=CC(=CC=C12)NC=1C2=C(N=CN1)C=NC(=C2)OCC2=CC=CC=C2 ((1-Benzyl-1H-indazol-5-yl)-(6-benzyloxy-pyrido[3,4-d]pyrimidin-4-yl)-amine hydrochloride). Isolated yield 75.0%. Reaction SMILES: [CH2:1]([O:8][C:9]1[N:19]=[CH:18][C:12]2[N:13]=[CH:14][N:15]=[C:16]([Cl:17])[C:11]=2[CH:10]=1)[C:2]1[CH:7]=[CH:6][CH:5]=[CH:4][CH:3]=1.[NH2:20][C:21]1[CH:22]=[C:23]2[C:27](=[CH:28][CH:29]=1)[N:26]([CH2:30][C:31]1[CH:36]=[CH:35][CH:34]=[CH:33][CH:32]=1)[N:25]=[CH:24]2>>[ClH:17].[CH2:30]([N:26]1[C:27]2[C:23](=[CH:22][C:21]([NH:20][C:16]3[C:11]4[CH:10]=[C:9]([O:8][CH2:1][C:2]5[CH:7]=[CH:6][CH:5]=[CH:4][CH:3]=5)[N:19]=[CH:18][C:12]=4[N:13]=[CH:14][N:15]=3)=[CH:29][CH:28]=2)[CH:24]=[N:25]1)[C:31]1[CH:32]=[CH:33][CH:34]=[CH:35][CH:36]=1 |f:2.3|. Reported procedure: 6-Benzyloxy-4-chloro-pyrido[3,4-d]pyrimidine (0.54 g, ca. 2 mmol) and 5-amino-1-benzyl-1H-indazole (0.458 g, 2.05 mmol) were reacted according to Procedure A to give the title compound as a yellow solid (0.740 g, 1.50 mmol, 75%); δH [2H6]DMSO 11.50(1H,s), 9.00(1H,s), 8.77(1H,s), 8.16-8.33 (3H,m), 7.83(1H,d), 7.71 (1H,dd), 7.13-7.58 (10H,m), 5.69(2H,s), 5.55(2H,s); m/z (M+1+) 459. Starting materials: CC(C)(C)OC(=O)NCCN, CSC(SC)=C(C#N)C#N, CCOC(C)=O. Reaction SMILES: [C:11](=[O:12])([O:13][C:14]([CH3:15])([CH3:16])[CH3:17])[NH:18][CH2:19][CH2:20][NH2:21].[CH3:1][S:2][C:3](=[C:4]([C:5]#[N:6])[C:7]#[N:8])[S:9][CH3:10].[CH3:22][CH2:23][O:24][C:25](=[O:26])[CH3:27]>>[C:3](=[C:4]([C:5]#[N:6])[C:7]#[N:8])([S:9][CH3:10])[NH:21][CH2:20][CH2:19][NH:18][C:11](=[O:12])[O:13][C:14]([CH3:15])([CH3:16])[CH3:17]. Yields the product CSC(NCCNC(=O)OC(C)(C)C)=C(C#N)C#N. Reactants: N[C@@H](CC1=CNC2=CC=CC=C12)C(=O)O ((S)-tryptophan). Run in CO[2H] (MeOD). The product is N[C@H](CO)CC1=CNC2=CC=CC=C12 ((2S)-2-Amino-3-(1H-indol-3-yl)propan-1-ol). Yield: 92.0%. As a reaction SMILES: [NH2:1][C@H:2]([C:13](O)=[O:14])[CH2:3][C:4]1[C:12]2[C:7](=[CH:8][CH:9]=[CH:10][CH:11]=2)[NH:6][CH:5]=1>CO[2H]>[NH2:1][C@@H:2]([CH2:3][C:4]1[C:12]2[C:7](=[CH:8][CH:9]=[CH:10][CH:11]=2)[NH:6][CH:5]=1)[CH2:13][OH:14]. Procedure: The title compound was prepared from (S)-tryptophan according to Method D and was isolated as a solid in 92% yield. δH (MeOD-d3) 7.46 (1H, d, J 7.9 Hz), 7.21 (1H, d, J 8.0 Hz), 6.96 (3H, m), 3.79 (1H, dd, J 11.3 and 3.6 Hz), 3.54 (1H, dd, J 11.3 and 6.2 Hz), 3.05 (1H, m), 2.80 (1H, m), 2.61 (1H, m). Note: exchangeable protons not evident in MeOD. Starting materials: Cc1noc2cc3c(cc12)CCNCC3, Cn1c(SCCCCl)nnc1-c1ccc(C(F)(F)F)cc1. The product is Cc1noc2cc3c(cc12)CCN(CCCSc1nnc(-c2ccc(C(F)(F)F)cc2)n1C)CC3, Cl. Reaction SMILES: [CH3:1][c:2]1[n:3][o:4][c:5]2[cH:6][c:7]3[c:8]([cH:14][c:15]12)[CH2:9][CH2:10][NH:11][CH2:12][CH2:13]3.[Cl:16][CH2:17][CH2:18][CH2:19][S:20][c:21]1[n:22][n:23][c:24](-[c:27]2[cH:28][cH:29][c:30]([C:33]([F:34])([F:35])[F:36])[cH:31][cH:32]2)[n:25]1[CH3:26]>>[CH3:1][c:2]1[n:3][o:4][c:5]2[cH:6][c:7]3[c:8]([cH:14][c:15]12)[CH2:9][CH2:10][N:11]([CH2:17][CH2:18][CH2:19][S:20][c:21]1[n:22][n:23][c:24](-[c:27]2[cH:28][cH:29][c:30]([C:33]([F:34])([F:35])[F:36])[cH:31][cH:32]2)[n:25]1[CH3:26])[CH2:12][CH2:13]3.[ClH:16]. The reactants are C=CC(OCc1ccccc1)C(C)(C)CO, CS(C)=O, CCOC(=O)OCCOC(=O)C(OCc1ccccc1)C(C)(C)COS(=O)(=O)CCCCl, [N-]=[N+]=[N-], [Na+]. The product is CCOC(=O)OCCOC(=O)C(OCc1ccccc1)C(C)(C)COS(=O)(=O)CCCN=[N+]=[N-]. RXN SMILES: [CH3:33][C:34]([CH3:35])([CH:36]([O:37][CH2:38][c:39]1[cH:40][cH:41][cH:42][cH:43][cH:44]1)[CH:45]=[CH2:46])[CH2:47][OH:48].[CH3:53][S:54](=[O:55])[CH3:56].[Cl:1][CH2:2][CH2:3][CH2:4][S:5](=[O:6])(=[O:7])[O:8][CH2:9][C:10]([CH:11]([C:12](=[O:13])[O:14][CH2:15][CH2:16][O:17][C:18](=[O:19])[O:20][CH2:21][CH3:22])[O:23][CH2:24][c:25]1[cH:26][cH:27][cH:28][cH:29][cH:30]1)([CH3:31])[CH3:32].[N-:50]=[N+:51]=[N-:52].[Na+:49]>>[CH2:2]([CH2:3][CH2:4][S:5](=[O:6])(=[O:7])[O:8][CH2:9][C:10]([CH:11]([C:12](=[O:13])[O:14][CH2:15][CH2:16][O:17][C:18](=[O:19])[O:20][CH2:21][CH3:22])[O:23][CH2:24][c:25]1[cH:26][cH:27][cH:28][cH:29][cH:30]1)([CH3:31])[CH3:32])[N:50]=[N+:51]=[N-:52]. Starting materials: ICC=1N=C(OC1C1=CC=CC=C1)C1=CC=C(C=C1)C (4-iodomethyl-5-phenyl-2-p-tolyloxazole), CC(C(CC)=O)=NO (pentane-2,3-dione-2-oxime), C(C)(C)C1=CC=C(C=O)C=C1 (4-isopropylbenzaldehyde). The product is C(C)C1=C(N=C(O1)C1=CC=C(C=C1)C(C)C)CI (5-ethyl-4-iodomethyl-2-(4-isopropylphenyl)oxazole). RXN SMILES: [I:1][CH2:2][C:3]1[N:4]=C(C2C=CC(C)=CC=2)O[C:7]=1[C:8]1C=CC=C[CH:9]=1.CC(=NO)C(=O)CC.[CH:29]([C:32]1[CH:39]=[CH:38][C:35]([CH:36]=[O:37])=[CH:34][CH:33]=1)([CH3:31])[CH3:30]>>[CH2:8]([C:7]1[O:37][C:36]([C:35]2[CH:34]=[CH:33][C:32]([CH:29]([CH3:31])[CH3:30])=[CH:39][CH:38]=2)=[N:4][C:3]=1[CH2:2][I:1])[CH3:9]. Procedure details: Analogously to the building block synthesis of 4-iodomethyl-5-phenyl-2-p-tolyloxazole, pentane-2,3-dione-2-oxime and 4-isopropylbenzaldehyde gave 5-ethyl-4-iodomethyl-2-(4-isopropylphenyl)oxazole.